From a dataset of the Open Reaction Database (ORD), a public repository of structured organic reaction records. describe an organic reaction: reactants, conditions, products, and yield The reactants are FC(C=1C=C(C=C(C1)C(F)(F)F)[C@@H]1[C@@H](N(C(O1)=O)CC1=NC(=CC=C1C=1C=C(C=CC1OC)CC(=O)OC)Cl)C)(F)F (methyl {3-[2-({(4S,5R)-5-[3,5-bis(trifluoromethyl)phenyl]-4-methyl-2-oxo-1,3-oxazolidin-3-yl}methyl)-6-chloropyridin-3-yl]-4-methoxyphenyl}acetate), C1(CC1)B(O)O (cyclopropyl boronic acid), C(=O)([O-])[O-].[K+].[K+] (K2CO3). Reagents/catalysts: [Pd](Cl)Cl.C(C)(C)(C)P([C-]1C=CC=C1)C(C)(C)C.[C-]1(C=CC=C1)P(C(C)(C)C)C(C)(C)C.[Fe+2] (1,1′-bis(di-t-butylphosphino)ferrocene palladium dichloride). The solvent is C1CCOC1 (THF). Conditions: temperature 60 celsius. Yields the product FC(C=1C=C(C=C(C1)C(F)(F)F)[C@@H]1[C@@H](N(C(O1)=O)CC1=NC(=CC=C1C=1C=C(C=CC1OC)CC(=O)OC)C1CC1)C)(F)F (methyl {3-[2-({(4S,5R)-5-[3,5-bis(trifluoromethyl)phenyl]-4-methyl-2-oxo-1,3-oxazolidin-3-yl}methyl)-6-cyclopropylpyridin-3-yl]-4-methoxyphenyl}acetate). RXN SMILES: [F:1][C:2]([F:42])([F:41])[C:3]1[CH:4]=[C:5]([C@H:13]2[O:17][C:16](=[O:18])[N:15]([CH2:19][C:20]3[C:25]([C:26]4[CH:27]=[C:28]([CH2:34][C:35]([O:37][CH3:38])=[O:36])[CH:29]=[CH:30][C:31]=4[O:32][CH3:33])=[CH:24][CH:23]=[C:22](Cl)[N:21]=3)[C@H:14]2[CH3:40])[CH:6]=[C:7]([C:9]([F:12])([F:11])[F:10])[CH:8]=1.[CH:43]1(B(O)O)[CH2:45][CH2:44]1.C([O-])([O-])=O.[K+].[K+]>[Pd](Cl)Cl.C(P(C(C)(C)C)[C-]1C=CC=C1)(C)(C)C.[C-]1(P(C(C)(C)C)C(C)(C)C)C=CC=C1.[Fe+2].C1COCC1>[F:1][C:2]([F:42])([F:41])[C:3]1[CH:4]=[C:5]([C@H:13]2[O:17][C:16](=[O:18])[N:15]([CH2:19][C:20]3[C:25]([C:26]4[CH:27]=[C:28]([CH2:34][C:35]([O:37][CH3:38])=[O:36])[CH:29]=[CH:30][C:31]=4[O:32][CH3:33])=[CH:24][CH:23]=[C:22]([CH:43]4[CH2:45][CH2:44]4)[N:21]=3)[C@H:14]2[CH3:40])[CH:6]=[C:7]([C:9]([F:12])([F:11])[F:10])[CH:8]=1 |f:2.3.4,5.6.7.8|. Procedure details: A flask was charged with methyl {3-[2-({(4S,5R)-5-[3,5-bis(trifluoromethyl)phenyl]-4-methyl-2-oxo-1,3-oxazolidin-3-yl}methyl)-6-chloropyridin-3-yl]-4-methoxyphenyl}acetate (42 mg, 0.0681 mmol), cyclopropyl boronic acid (58.5 mg, 0.681 mmol), 1,1′-bis(di-t-butylphosphino)ferrocene palladium dichloride (8.9 mg, 0.014 mmol), THF (1 mL), and 1M K2CO3 (1 mL, 1 mmol). The reaction was degassed with N2, and heated to 60° C. for 8 hours. The reaction was then cooled to room temperature, diluted with EtO... Reactants: CN(C)C=O, CCN(C(C)C)C(C)C, CCOc1ccc(C(F)(F)F)cc1C1=NC(c2ccc(Cl)cc2)C(c2ccc(Cl)cc2)N1C(=O)c1ccc(CCl)cc1, OCCN1CCNCC1. Product: CCOc1ccc(C(F)(F)F)cc1C1=NC(c2ccc(Cl)cc2)C(c2ccc(Cl)cc2)N1C(=O)c1ccc(CN2CCN(CCO)CC2)cc1. As a reaction SMILES: [CH3:61][N:62]([CH3:63])[CH:64]=[O:65].[CH:52]([N:53]([CH:54]([CH3:55])[CH3:56])[CH2:57][CH3:58])([CH3:59])[CH3:60].[Cl:10][c:11]1[cH:12][cH:13][c:14]([CH:17]2[N:18]=[C:19]([c:39]3[c:40]([O:49][CH2:50][CH3:51])[cH:41][cH:42][c:43]([C:45]([F:46])([F:47])[F:48])[cH:44]3)[N:20]([C:29](=[O:30])[c:31]3[cH:32][cH:33][c:34]([CH2:37][Cl:38])[cH:35][cH:36]3)[CH:21]2[c:22]2[cH:23][cH:24][c:25]([Cl:28])[cH:26][cH:27]2)[cH:15][cH:16]1.[OH:1][CH2:2][CH2:3][N:4]1[CH2:5][CH2:6][NH:7][CH2:8][CH2:9]1>>[OH:1][CH2:2][CH2:3][N:4]1[CH2:5][CH2:6][N:7]([CH2:37][c:34]2[cH:33][cH:32][c:31]([C:29]([N:20]3[C:19]([c:39]4[c:40]([O:49][CH2:50][CH3:51])[cH:41][cH:42][c:43]([C:45]([F:46])([F:47])[F:48])[cH:44]4)=[N:18][CH:17]([c:14]4[cH:13][cH:12][c:11]([Cl:10])[cH:16][cH:15]4)[CH:21]3[c:22]3[cH:23][cH:24][c:25]([Cl:28])[cH:26][cH:27]3)=[O:30])[cH:36][cH:35]2)[CH2:8][CH2:9]1. Reactants: ClC1=CC=C(C=C1)C(N1C[C@@H]([C@@H](C1)NC(C1=CC=C(C=C1)OC(F)(F)F)=O)O)C1=CC=C(C=C1)Cl ((3S,4R)-1-[bis-(4-chlorophenyl)methyl]-3-hydroxy-4-[[4-(trifluoromethoxy)benzoyl]amino]pyrrolidine), compound, CN(C=O)C (dimethylformamide), CI (methyl iodide). The reagents and catalysts are [Ag]=O (silver oxide). Run in C(C)#N (acetonitrile). Run at time 23 hour. Product: ClC1=CC=C(C=C1)C(N1C[C@@H]([C@@H](C1)NC(C1=CC=C(C=C1)OC(F)(F)F)=O)OC)C1=CC=C(C=C1)Cl ((3S,4R)-1-[bis-(4-chlorophenyl)methyl]-3-methoxy-4-[[4-(trifluoro-methoxy)benzoyl]amino]pyrrolidine). Isolated yield 51.0%. As a reaction SMILES: [Cl:1][C:2]1[CH:7]=[CH:6][C:5]([CH:8]([C:29]2[CH:34]=[CH:33][C:32]([Cl:35])=[CH:31][CH:30]=2)[N:9]2[CH2:13][C@@H:12]([NH:14][C:15](=[O:27])[C:16]3[CH:21]=[CH:20][C:19]([O:22][C:23]([F:26])([F:25])[F:24])=[CH:18][CH:17]=3)[C@@H:11]([OH:28])[CH2:10]2)=[CH:4][CH:3]=1.[CH3:36]N(C)C=O.CI>C(#N)C.[Ag]=O>[Cl:35][C:32]1[CH:31]=[CH:30][C:29]([CH:8]([C:5]2[CH:4]=[CH:3][C:2]([Cl:1])=[CH:7][CH:6]=2)[N:9]2[CH2:13][C@@H:12]([NH:14][C:15](=[O:27])[C:16]3[CH:17]=[CH:18][C:19]([O:22][C:23]([F:25])([F:26])[F:24])=[CH:20][CH:21]=3)[C@@H:11]([O:28][CH3:36])[CH2:10]2)=[CH:34][CH:33]=1. Reported procedure: To a solution of (3S,4R)-1-[bis-(4-chlorophenyl)methyl]-3-hydroxy-4-[[4-(trifluoromethoxy)benzoyl]amino]pyrrolidine (75.6 mg, an optical isomer of the compound obtained in Example 2) in acetonitrile (8 mL)/dimethylformamide (2 mL) was added successively methyl iodide (233 μL) and silver oxide (216.8 mg) and the mixture was stirred at room temperature for 23 hours. The reaction mixture was filtered through Cerite, washed with acetonitrile and evaporated in vacuo. The crude product was purified by... Reactants: NC1=CC(=NN1C(C)C)C (5-amino-1-isopropyl-3-methylpyrazole), C(C)(=O)N1C(NCC1)=O (1-acetyl-2-imidazolidinone). Yields the product C(C)(=O)N1C(=NCC1)NC1=CC(=NN1C(C)C)C (1-Acetyl-2(1-isopropyl-3-methyl-5-pyrazolyl)amino-2-imidazoline). As a reaction SMILES: [NH2:1][C:2]1[N:6]([CH:7]([CH3:9])[CH3:8])[N:5]=[C:4]([CH3:10])[CH:3]=1.[C:11]([N:14]1[CH2:18][CH2:17][NH:16][C:15]1=O)(=[O:13])[CH3:12]>>[C:11]([N:14]1[CH2:18][CH2:17][N:16]=[C:15]1[NH:1][C:2]1[N:6]([CH:7]([CH3:9])[CH3:8])[N:5]=[C:4]([CH3:10])[CH:3]=1)(=[O:13])[CH3:12]. Procedure: 5-amino-1-isopropyl-3-methylpyrazole (J. Gen. Chem. USSR 31 234, 1961) (19.3 g.) and 1-acetyl-2-imidazolidinone (20.1 g.) were reacted as described in Example I to give 12.73 g. of product, mp 145°-147° C. Reactants: ClC=1C=C(C=CC1OC1=CC(=CC=C1)C(F)(F)F)NC=1C2=C(N=CN1)C=CN2CCC(=O)NCCS(=O)(=O)C (3-[4-({3-chloro-4-[3-(trifluoromethyl)phenoxy]phenyl}amino)-5H-pyrrolo[3,2-d]pyrimidin-5-yl]-N-[2-(methylsulfonyl)ethyl]propanamide), ClC=1C=C(C=CC1OC1=CC(=CC=C1)C(F)(F)F)NC=1C2=C(N=CN1)C=CN2CCC(=O)NCCS(=O)(=O)C (3-[4-({3-Chloro-4-[3-(trifluoromethyl)phenoxy]phenyl}amino)-5H-pyrrolo[3,2-d]pyrimidin-5-yl]-N-[2-(methylsulfonyl)ethyl]propanamide), O.ON1N=NC2=C1C=CC=C2 (1-hydroxybenzotriazole monohydrate), CS(=O)(=O)CCN (2-(methylsulfonyl)ethanamine), Cl.C(C)(=O)OCC (hydrochloric acid ethyl acetate), Example 202 ( iii ), ClC=1C=C(C=CC1OC1=CC(=CC=C1)C(F)(F)F)NC=1C2=C(N=CN1)C=CN2CCC(=O)O (3-[4-({3-chloro-4-[3-(trifluoromethyl)phenoxy]phenyl}amino)-5H-pyrrolo[3,2-d]pyrimidin-5-yl]propanoic acid), Cl.CN(CCCN=C=NCC)C (N-[3-(dimethylamino)propyl]-N′-ethylcarbodiimide hydrochloride). Solvent: C(C)(=O)OCC (ethyl acetate), CN(C=O)C (N,N-dimethylformamide), C(C)N(CC)CC (triethylamine). The product is Cl.ClC=1C=C(C=CC1OC1=CC(=CC=C1)C(F)(F)F)NC=1C2=C(N=CN1)C=CN2CCC(=O)NCCS(=O)(=O)C (3-[4-({3-chloro-4-[3-(trifluoromethyl)phenoxy]phenyl}amino)-5H-pyrrolo[3,2-d]pyrimidin-5-yl]-N-[2-(methylsulfonyl)ethyl]propanamide hydrochloride). Yield: 160.0%. RXN SMILES: [Cl:1][C:2]1[CH:3]=[C:4]([NH:19][C:20]2[C:21]3[N:28]([CH2:29][CH2:30][C:31]([NH:33][CH2:34][CH2:35][S:36]([CH3:39])(=[O:38])=[O:37])=[O:32])[CH:27]=[CH:26][C:22]=3[N:23]=[CH:24][N:25]=2)[CH:5]=[CH:6][C:7]=1[O:8][C:9]1[CH:14]=[CH:13][CH:12]=[C:11]([C:15]([F:18])([F:17])[F:16])[CH:10]=1.ClC1C=C(NC2C3N(CCC(O)=O)C=CC=3N=CN=2)C=CC=1OC1C=CC=C(C(F)(F)F)C=1.CS(CCN)(=O)=O.O.ON1C2C=CC=CC=2N=N1.Cl.CN(C)CCCN=C=NCC.Cl.C(OCC)(=O)C>C(OCC)(=O)C.CN(C)C=O.C(N(CC)CC)C>[ClH:1].[Cl:1][C:2]1[CH:3]=[C:4]([NH:19][C:20]2[C:21]3[N:28]([CH2:29][CH2:30][C:31]([NH:33][CH2:34][CH2:35][S:36]([CH3:39])(=[O:38])=[O:37])=[O:32])[CH:27]=[CH:26][C:22]=3[N:23]=[CH:24][N:25]=2)[CH:5]=[CH:6][C:7]=1[O:8][C:9]1[CH:14]=[CH:13][CH:12]=[C:11]([C:15]([F:18])([F:16])[F:17])[CH:10]=1 |f:3.4,5.6,7.8,12.13|. Procedure: 3-[4-({3-Chloro-4-[3-(trifluoromethyl)phenoxy]phenyl}amino)-5H-pyrrolo[3,2-d]pyrimidin-5-yl]-N-[2-(methylsulfonyl)ethyl]propanamide (140 mg) was obtained by the reaction in the same manner as in Example 202 (iii) using 3-[4-({3-chloro-4-[3-(trifluoromethyl)phenoxy]phenyl}amino)-5H-pyrrolo[3,2-d]pyrimidin-5-yl]propanoic acid (199 mg), 2-(methylsulfonyl)ethanamine (106 mg), 1-hydroxybenzotriazole monohydrate (84.7 mg), N-[3-(dimethylamino)propyl]-N′-ethylcarbodiimide hydrochloride (128.6 mg), trie... RXN SMILES: [CH3:25][C:26](=[O:27])[OH:28].[Na+:10].[Na+:11].[Na+:24].[OH-:23].[OH2:22].[OH:12][B-:13]1([OH:21])[O:14][O:15][B-:16]([OH:17])([OH:18])[O:19][O:20]1.[S:1]1[CH2:2][C:3]([C:7](=[O:8])[O-:9])=[CH:4][CH2:5][CH2:6]1>>[S:1]1[CH2:2][C:3]([C:7](=[O:8])[O:9][CH3:25])=[CH:4][CH2:5][CH2:6]1. The product is COC(=O)C1=CCCSC1. Reactants: CC(=O)O, [Na+], [Na+], [Na+], [OH-], O, O[B-]1(O)OO[B-](O)(O)OO1, O=C([O-])C1=CCCSC1. Starting materials: C(C)(C)(C)OC(=O)N1CCC(CC1)C1=CC=C(C=C1)CO (4-(4-hydroxymethyl-phenyl)-piperidine-1-carboxylic acid tert-butyl ester), t-butyl ester, N1(CCCCC1)C1=C(C=C(C=C1)O)C(F)(F)F (4-Piperidin-1-yl-3-trifluoromethyl-phenol), C(C=C)(=O)OC(C)(C)C (t-butyl acrylate). The product is N1(CCCCC1)C1=C(C=C(OCC2=CC=C(C=C2)C2CCN(CC2)CCC(=O)O)C=C1)C(F)(F)F (3-{4-[4-(4-piperidin-1-yl-3-trifluoromethyl-phenoxymethyl)-phenyl]-piperidin-1-yl}-propionic acid). RXN SMILES: C(O[C:6]([N:8]1[CH2:13][CH2:12][CH:11]([C:14]2[CH:19]=[CH:18][C:17]([CH2:20][OH:21])=[CH:16][CH:15]=2)[CH2:10][CH2:9]1)=O)(C)(C)C.[N:22]1([C:28]2[CH:33]=[CH:32][C:31](O)=[CH:30][C:29]=2[C:35]([F:38])([F:37])[F:36])[CH2:27][CH2:26][CH2:25][CH2:24][CH2:23]1.[C:39]([O:43]C(C)(C)C)(=[O:42])[CH:40]=C>>[N:22]1([C:28]2[CH:33]=[CH:32][C:31]([O:21][CH2:20][C:17]3[CH:16]=[CH:15][C:14]([CH:11]4[CH2:10][CH2:9][N:8]([CH2:6][CH2:40][C:39]([OH:43])=[O:42])[CH2:13][CH2:12]4)=[CH:19][CH:18]=3)=[CH:30][C:29]=2[C:35]([F:38])([F:37])[F:36])[CH2:27][CH2:26][CH2:25][CH2:24][CH2:23]1. Reported procedure: Mitsunobu coupling of 4-(4-hydroxymethyl-phenyl)-piperidine-1-carboxylic acid tert-butyl ester and 4-Piperidin-1-yl-3-trifluoromethyl-phenol, followed by: Boc deprotection, alkylation with t-butyl acrylate, t-butyl ester deprotection, and final RP LC-MS purification as described in a previous example gave 3-{4-[4-(4-piperidin-1-yl-3-trifluoromethyl-phenoxymethyl)-phenyl]-piperidin-1-yl}-propionic acid as a tan solid. 1H NMR (DMSO-d6, 400 MHz) δ 10.25 (bs, 1H), 7.49 (d, 1H), 7.41 (d, 2H), 7.27 (d...